From a dataset of the Open Reaction Database (ORD), a public repository of structured organic reaction records. describe an organic reaction: reactants, conditions, products, and yield Starting materials: N1=C(C=CC=C1)CCN1CCN(CC1)C1=CC=CC=2C=C(OC21)C(=O)[O-].[Li+] (lithium 7-(4-(2-(pyridin-2-yl)ethyl)piperazin-1-yl)benzofuran-2-carboxylate), NCC1=CC=C(C#N)C=C1 (4-(aminomethyl)benzonitrile). The product is C(#N)C1=CC=C(CNC(=O)C=2OC3=C(C2)C=CC=C3N3CCN(CC3)CCC3=NC=CC=C3)C=C1 (N-(4-Cyanobenzyl)-7-(4-(2-(pyridin-2-yl)ethyl)piperazin-1-yl)benzofuran-2-carboxamide). Reaction SMILES: [N:1]1[CH:6]=[CH:5][CH:4]=[CH:3][C:2]=1[CH2:7][CH2:8][N:9]1[CH2:14][CH2:13][N:12]([C:15]2[C:23]3[O:22][C:21]([C:24]([O-:26])=O)=[CH:20][C:19]=3[CH:18]=[CH:17][CH:16]=2)[CH2:11][CH2:10]1.[Li+].[NH2:28][CH2:29][C:30]1[CH:37]=[CH:36][C:33]([C:34]#[N:35])=[CH:32][CH:31]=1>>[C:29]([C:30]1[CH:37]=[CH:36][C:33]([CH2:34][NH:35][C:24]([C:21]2[O:22][C:23]3[C:15]([N:12]4[CH2:13][CH2:14][N:9]([CH2:8][CH2:7][C:2]5[CH:3]=[CH:4][CH:5]=[CH:6][N:1]=5)[CH2:10][CH2:11]4)=[CH:16][CH:17]=[CH:18][C:19]=3[CH:20]=2)=[O:26])=[CH:32][CH:31]=1)#[N:28] |f:0.1|. Procedure: The compound was prepared according to the procedure disclosed in Example 1 starting from lithium 7-(4-(2-(pyridin-2-yl)ethyl)piperazin-1-yl)benzofuran-2-carboxylate (80 mg, 0.21 mmol) and 4-(aminomethyl)benzonitrile (30 mg, 0.22 mmol). Yield: 66 mg (63%). The reactants are OC=1C=C(C=C(C1)C1=CC=C(C=C1)OC(CCO)=O)C1=CC=C(C=C1)OC(CCO)=O (3-hydroxy-propionic acid-5′-hydroxy-4″-(3-hydroxy-propionyloxy)-[1,1′;3′,1″]terphenyl-4-yl ester), C(C(=C)C)(=O)O (methacrylic acid). Product: CC(C(=O)OCCC(=O)OC1=CC=C(C=C1)C1=CC(=CC(=C1)OC(C(=C)C)=O)C1=CC=C(C=C1)OC(CCOC(C(=C)C)=O)=O)=C (2-methyl-acrylic acid-4,4″-bis-[3-(2-methylacryloyloxy)-propionyloxy]-[1,1′;3′,1″]terphenyl-5′-yl ester). Reaction SMILES: [OH:1][C:2]1[CH:3]=[C:4]([C:20]2[CH:25]=[CH:24][C:23]([O:26][C:27](=[O:31])[CH2:28][CH2:29][OH:30])=[CH:22][CH:21]=2)[CH:5]=[C:6]([C:8]2[CH:13]=[CH:12][C:11]([O:14][C:15](=[O:19])[CH2:16][CH2:17][OH:18])=[CH:10][CH:9]=2)[CH:7]=1.[C:32]([OH:37])(=O)[C:33]([CH3:35])=[CH2:34]>>[CH3:34][C:33](=[CH2:35])[C:32]([O:30][CH2:29][CH2:28][C:27]([O:26][C:23]1[CH:24]=[CH:25][C:20]([C:4]2[CH:3]=[C:2]([O:1][C:32](=[O:37])[C:33]([CH3:35])=[CH2:34])[CH:7]=[C:6]([C:8]3[CH:9]=[CH:10][C:11]([O:14][C:15](=[O:19])[CH2:16][CH2:17][O:18][C:32](=[O:37])[C:33]([CH3:35])=[CH2:34])=[CH:12][CH:13]=3)[CH:5]=2)=[CH:21][CH:22]=1)=[O:31])=[O:37]. Reported procedure: In analogy to step 2 of Example 1, 3-hydroxy-propionic acid-5′-hydroxy-4″-(3-hydroxy-propionyloxy)-[1,1′;3′,1″]terphenyl-4-yl ester and methacrylic acid are reacted to give 2-methyl-acrylic acid-4,4″-bis-[3-(2-methylacryloyloxy)-propionyloxy]-[1,1′;3′,1″]terphenyl-5′-yl ester as colourless crystals, m.p. 88° C. The reactants are C(C1=CC=CC=C1)OC(CC[C@@H](CO)NC(=O)OC(C)(C)C)=O (4(S)-tert-butoxycarbonylamino-5-hydroxy-pentanoic acid benzyl ester), O.C1(=CC=C(C=C1)S(=O)(=O)O)C (p-toluenesulfonic acid hydrate), COC=CC (methoxypropene). Solvent: C(Cl)Cl (methylene chloride). Run at temperature 0 celsius, time 3 hour. Product: C(C)(C)(C)OC(=O)N1C(OC[C@@H]1CCC(=O)OCC1=CC=CC=C1)(C)C (4(S)-(2-Benzyloxycarbonyl-ethyl)-2,2-dimethyl-oxazolidine-3-carboxylic acid tert-butyl ester), SiO2. Reaction SMILES: [CH2:1]([O:8][C:9](=[O:23])[CH2:10][CH2:11][C@H:12]([NH:15][C:16]([O:18][C:19]([CH3:22])([CH3:21])[CH3:20])=[O:17])[CH2:13][OH:14])[C:2]1[CH:7]=[CH:6][CH:5]=[CH:4][CH:3]=1.O.[C:25]1(C)[CH:30]=CC(S(O)(=O)=O)=C[CH:26]=1.COC=CC>C(Cl)Cl>[C:19]([O:18][C:16]([N:15]1[C@@H:12]([CH2:11][CH2:10][C:9]([O:8][CH2:1][C:2]2[CH:7]=[CH:6][CH:5]=[CH:4][CH:3]=2)=[O:23])[CH2:13][O:14][C:25]1([CH3:30])[CH3:26])=[O:17])([CH3:20])([CH3:22])[CH3:21] |f:1.2|. Procedure details: To a solution of 52.46 g of 4(S)-tert-butoxycarbonylamino-5-hydroxy-pentanoic acid benzyl ester [9069-62-8] and 895 mg of p-toluenesulfonic acid hydrate in 125 ml of methylene chloride at 0° C. under argon are added 31 ml of methoxypropene over 15 minutes. The mixture is stirred at 0° C. for 3 hours, then at room temperature for 9 hours. The mixture is washed with saturated sodium bicarbonate solution and dried over sodium sulphate, filtered and concentrated. The title compound is obtained as a ... Starting materials: BrC=1C(=C2C(=NC1)NC=C2NC(=O)C2=NOC(=C2)C)F (N-(5-bromo-4-fluoro-1H-pyrrolo[2,3-b]pyridin-3-yl)-5-methylisoxazole-3-carboxamide), N1C[C@@H](CCC1)NC(OC(C)(C)C)=O ((R)-tert-butyl piperidin-3-ylcarbamate). Solvent: CCCCO (n-BuOH). Run at temperature 150 celsius, time 24 hour. Product: BrC=1C(=C2C(=NC1)NC=C2NC(=O)C2=NOC(=C2)C)N2C[C@@H](CCC2)NC(OC(C)(C)C)=O ((R)-tert-butyl 1-(5-bromo-3-(5-methylisoxazole-3-carboxamido)-1H-pyrrolo[2,3-b]pyridin-4-yl)piperidin-3-ylcarbamate). Isolated yield 13.1%. As a reaction SMILES: [Br:1][C:2]1[C:3](F)=[C:4]2[C:10]([NH:11][C:12]([C:14]3[CH:18]=[C:17]([CH3:19])[O:16][N:15]=3)=[O:13])=[CH:9][NH:8][C:5]2=[N:6][CH:7]=1.[NH:21]1[CH2:26][CH2:25][CH2:24][C@@H:23]([NH:27][C:28](=[O:34])[O:29][C:30]([CH3:33])([CH3:32])[CH3:31])[CH2:22]1>CCCCO>[Br:1][C:2]1[C:3]([N:21]2[CH2:26][CH2:25][CH2:24][C@@H:23]([NH:27][C:28](=[O:34])[O:29][C:30]([CH3:32])([CH3:31])[CH3:33])[CH2:22]2)=[C:4]2[C:10]([NH:11][C:12]([C:14]3[CH:18]=[C:17]([CH3:19])[O:16][N:15]=3)=[O:13])=[CH:9][NH:8][C:5]2=[N:6][CH:7]=1. Procedure details: A mixture of N-(5-bromo-4-fluoro-1H-pyrrolo[2,3-b]pyridin-3-yl)-5-methylisoxazole-3-carboxamide (200 mg, 0.590 mmol) and (R)-tert-butyl piperidin-3-ylcarbamate (591 mg, 2.95 mmol) in n-BuOH (5 mL) was stirred at 150° C. for 24 hours in a sealed tube. The reaction mixture was then concentrated in vacuo, and the liquid residue was purified by C-18 reverse phase flash chromatography (Biotage C-18 Flash 25M+) on Biotage SP4 unit eluting with 10-80% CH3CN/water gradient (24 CV). The product isolated ... Starting materials: C[Al](C)C, ClCCl, NCc1ccc(Cl)cc1, CCOC(=O)c1cnc2ccc(C#CCO)nc2c1O. Product: O=C(NCc1ccc(Cl)cc1)c1cnc2ccc(C#CCO)nc2c1O. RXN SMILES: [CH3:1][Al:2]([CH3:3])[CH3:4].[Cl:34][CH2:35][Cl:36].[Cl:5][c:6]1[cH:7][cH:8][c:9]([CH2:10][NH2:11])[cH:12][cH:13]1.[OH:14][c:15]1[c:16]([C:29](=[O:30])[O:31][CH2:32][CH3:33])[cH:17][n:18][c:19]2[cH:20][cH:21][c:22]([C:25]#[C:26][CH2:27][OH:28])[n:23][c:24]12>>[Cl:5][c:6]1[cH:7][cH:8][c:9]([CH2:10][NH:11][C:29]([c:16]2[c:15]([OH:14])[c:24]3[c:19]([n:18][cH:17]2)[cH:20][cH:21][c:22]([C:25]#[C:26][CH2:27][OH:28])[n:23]3)=[O:30])[cH:12][cH:13]1. Starting materials: N1CCCCC1 (piperidine), C1=CC=CC=2C3=CC=CC=C3C(C12)COC(=O)NCC(=O)O (N-[(9H-fluoren-9-ylmethoxy)carbonyl]glycine), F[B-](F)(F)F.N1(N=NC2=C1C=CC=C2)OC(=[N+](C)C)N(C)C (N-[(1H-benzotriazol-1-yloxy)(dimethyl-amino)methylene]-N-methylmethanaminium tetrafluoroborate), C(C)N(C(C)C)C(C)C (N-ethyl-N-isopropylpropan-2-amine), C(C)(C)(C)OC[C@H](NC(=O)OCC1C2=CC=CC=C2C=2C=CC=CC12)C(=O)O (O-tert.-butyl-N-[(9H-fluoren-9-ylmethoxy)carbonyl]-L-serine), N1CCCCC1 (piperidine). Solvent: CN(C=O)C (dimethylformamide), CN(C=O)C (dimethylformamide). Run at time 30 minute. The product is C1=CC=CC=2C3=CC=CC=C3C(C12)COC(=O)NCC(=O)N[C@@H](CO)C(=O)O (N-[(9H-Fluoren-9-ylmethoxy)carbonyl]glycyl-L-serine). Reaction SMILES: C([O:5][CH2:6][C@@H:7]([C:26]([OH:28])=[O:27])[NH:8]C(OCC1C2C=CC=CC=2C2C1=CC=CC=2)=O)(C)(C)C.N1CCCCC1.[CH:35]1[C:47]2[CH:46]([CH2:48][O:49][C:50]([NH:52][CH2:53][C:54]([OH:56])=O)=[O:51])[C:45]3[C:40](=[CH:41][CH:42]=[CH:43][CH:44]=3)[C:39]=2[CH:38]=[CH:37][CH:36]=1.F[B-](F)(F)F.N1(OC(N(C)C)=[N+](C)C)C2C=CC=CC=2N=N1.C(N(C(C)C)C(C)C)C>CN(C)C=O>[CH:44]1[C:45]2[CH:46]([CH2:48][O:49][C:50]([NH:52][CH2:53][C:54]([NH:8][C@H:7]([C:26]([OH:28])=[O:27])[CH2:6][OH:5])=[O:56])=[O:51])[C:47]3[C:39](=[CH:38][CH:37]=[CH:36][CH:35]=3)[C:40]=2[CH:41]=[CH:42][CH:43]=1 |f:3.4|. Procedure: 1 g (0.62 mmol) of a Wang resin (Merck Biosciences; loading: 0.62 mmol/g) preloaded with O-tert.-butyl-N-[(9H-fluoren-9-ylmethoxy)carbonyl]-L-serine is treated twice in succession with piperidine as follows: the resin is mixed with 10 ml of a 20% piperidine solution in dimethylformamide, shaken for 30 min and collected by suction filtration. The resin obtained in this way is provided in 10 ml of dimethylformamide, and 369 mg (1.24 mmol) of N-[(9H-fluoren-9-ylmethoxy)carbonyl]glycine, 398 mg (1.2...